Dataset: the Open Reaction Database (ORD), a public repository of structured organic reaction records. Task: describe an organic reaction: reactants, conditions, products, and yield The reactants are C1CCOC1, Oc1cccnc1, c1ccc(P(c2ccccc2)c2ccccc2)cc1, OCCCn1cc(-c2cc3nccnc3[nH]2)c2ccccc21. Yields the product c1cncc(OCCCn2cc(-c3cc4nccnc4[nH]3)c3ccccc32)c1. Reaction SMILES: [O:49]1[CH2:50][CH2:51][CH2:52][CH2:53]1.[OH:20][c:21]1[cH:22][n:23][cH:24][cH:25][cH:26]1.[c:1]1([P:2]([c:3]2[cH:4][cH:5][cH:6][cH:7][cH:8]2)[c:9]2[cH:10][cH:11][cH:12][cH:13][cH:14]2)[cH:15][cH:16][cH:17][cH:18][cH:19]1.[n:27]1[c:28]2[c:29]([n:30][cH:31][cH:32]1)[nH:33][c:34](-[c:36]1[cH:37][n:38]([CH2:45][CH2:46][CH2:47][OH:48])[c:39]3[cH:40][cH:41][cH:42][cH:43][c:44]13)[cH:35]2>>[O:20]([c:21]1[cH:22][n:23][cH:24][cH:25][cH:26]1)[CH2:47][CH2:46][CH2:45][n:38]1[cH:37][c:36](-[c:34]2[nH:33][c:29]3[c:28]([n:27][cH:32][cH:31][n:30]3)[cH:35]2)[c:44]2[c:39]1[cH:40][cH:41][cH:42][cH:43]2.